Dataset: the Open Reaction Database (ORD), a public repository of structured organic reaction records. Task: describe an organic reaction: reactants, conditions, products, and yield Reactants: O=C([O-])[O-], CS(C)=O, [Cs+], [Cs+], CC(=O)N1CCC(c2nccnc2F)CC1, O=C(c1ccc(O)cc1)c1nc2ccccc2[nH]1. Yields the product CC(=O)N1CCC(c2nccnc2Oc2ccc(C(=O)c3nc4ccccc4[nH]3)cc2)CC1. As a reaction SMILES: [C:35](=[O:36])([O-:37])[O-:38].[CH3:41][S:42]([CH3:43])=[O:44].[Cs+:39].[Cs+:40].[F:19][c:20]1[c:21]([CH:26]2[CH2:27][CH2:28][N:29]([C:32]([CH3:33])=[O:34])[CH2:30][CH2:31]2)[n:22][cH:23][cH:24][n:25]1.[nH:1]1[c:2]([C:10](=[O:11])[c:12]2[cH:13][cH:14][c:15]([OH:18])[cH:16][cH:17]2)[n:3][c:4]2[c:5]1[cH:6][cH:7][cH:8][cH:9]2>>[nH:1]1[c:2]([C:10](=[O:11])[c:12]2[cH:13][cH:14][c:15]([O:18][c:20]3[c:21]([CH:26]4[CH2:27][CH2:28][N:29]([C:32]([CH3:33])=[O:34])[CH2:30][CH2:31]4)[n:22][cH:23][cH:24][n:25]3)[cH:16][cH:17]2)[n:3][c:4]2[c:5]1[cH:6][cH:7][cH:8][cH:9]2. Reactants: CN1C(NC2=C(C1=O)C=CC=N2)=S (3-methylpyrido[2,3-d]pyrimidin-4-one-2-thione), [H-].[Na+] (sodium hydride), ClC1=CC=C(C(=O)C2=CC=C(CBr)C=C2)C=C1 (4-(4-chlorobenzoyl)benzyl bromide). Run in CN(C)C=O (DMF), C(=O)(O)[O-].[Na+] (NaHCO3). Reaction conditions: time 30 minute. Product: ClC1=CC=C(C(=O)C2=CC=C(CSC=3N(C(C4=C(N3)N=CC=C4)=O)C)C=C2)C=C1 (2-[4-(4-Chlorobenzoyl)benzylthio]-3-methylpyrido-[2,3-d]pyrimidin-4-one). Isolated yield 38.4%. As a reaction SMILES: [CH3:1][N:2]1[C:7](=[O:8])[C:6]2[CH:9]=[CH:10][CH:11]=[N:12][C:5]=2[NH:4][C:3]1=[S:13].[H-].[Na+].[Cl:16][C:17]1[CH:32]=[CH:31][C:20]([C:21]([C:23]2[CH:30]=[CH:29][C:26]([CH2:27]Br)=[CH:25][CH:24]=2)=[O:22])=[CH:19][CH:18]=1>CN(C=O)C.C([O-])(O)=O.[Na+]>[Cl:16][C:17]1[CH:18]=[CH:19][C:20]([C:21]([C:23]2[CH:30]=[CH:29][C:26]([CH2:27][S:13][C:3]3[N:2]([CH3:1])[C:7](=[O:8])[C:6]4[CH:9]=[CH:10][CH:11]=[N:12][C:5]=4[N:4]=3)=[CH:25][CH:24]=2)=[O:22])=[CH:31][CH:32]=1 |f:1.2,5.6|. Procedure: To a solution of 3-methylpyrido[2,3-d]pyrimidin-4-one-2-thione (193 mg) in DMF (5 ml) were added sodium hydride (60 mg) and 4-(4-chlorobenzoyl)benzyl bromide (310 mg) and the mixture was stirred at room temperature for 30 minutes. The reaction mixtrue was then diluted with saturated aqueous NaHCO3 solution and extracted with ethyl acetate. The extract was washed with saturated aqueous NaCl solution and dried over anhydrous sodium sulfate and the solvent was then distilled off. The residue was re... Reactants: Cn1c(-c2cccnc2)c(C=CCCCC(=O)O)c2ccccc21, CCO. The product is Cn1c(-c2cccnc2)c(CCCCCC(=O)O)c2ccccc21. Reaction SMILES: [C:1](=[O:2])([OH:3])[CH2:4][CH2:5][CH2:6][CH:7]=[CH:8][c:9]1[c:10](-[c:19]2[cH:20][n:21][cH:22][cH:23][cH:24]2)[n:11]([CH3:18])[c:12]2[cH:13][cH:14][cH:15][cH:16][c:17]12.[CH3:25][CH2:26][OH:27]>>[C:1](=[O:2])([OH:3])[CH2:4][CH2:5][CH2:6][CH2:7][CH2:8][c:9]1[c:10](-[c:19]2[cH:20][n:21][cH:22][cH:23][cH:24]2)[n:11]([CH3:18])[c:12]2[cH:13][cH:14][cH:15][cH:16][c:17]12.